This data is from the Open Reaction Database (ORD), a public repository of structured organic reaction records. The task is: describe an organic reaction: reactants, conditions, products, and yield The reactants are Cc1cc(C#N)c(Cl)c(Cl)c1F, [Li+], [Li+], O=C([O-])[O-], CC1NCCC1C(C)(C)O. Yields the product Cc1cc(C#N)c(Cl)c(Cl)c1N1CCC(C(C)(C)O)C1C. As a reaction SMILES: [Cl:1][c:2]1[c:3]([C:4]#[N:5])[cH:6][c:7]([CH3:12])[c:8]([F:11])[c:9]1[Cl:10].[Li+:23].[Li+:24].[O-:25][C:26](=[O:27])[O-:28].[OH:13][C:14]([CH3:15])([CH3:16])[CH:17]1[CH:18]([CH3:22])[NH:19][CH2:20][CH2:21]1>>[Cl:1][c:2]1[c:3]([C:4]#[N:5])[cH:6][c:7]([CH3:12])[c:8]([N:19]2[CH:18]([CH3:22])[CH:17]([C:14]([OH:13])([CH3:15])[CH3:16])[CH2:21][CH2:20]2)[c:9]1[Cl:10].